This data is from the Open Reaction Database (ORD), a public repository of structured organic reaction records. The task is: describe an organic reaction: reactants, conditions, products, and yield RXN SMILES: [CH:31]([N:32]([CH2:33][CH3:34])[CH:35]([CH3:36])[CH3:37])([CH3:38])[CH3:39].[Cl:1][c:2]1[n:3][c:4]([Cl:22])[c:5]2[c:6]([n:7]1)[n:8]([S:12](=[O:13])(=[O:14])[c:15]1[cH:16][cH:17][c:18]([CH3:19])[cH:20][cH:21]1)[cH:9][c:10]2[I:11].[NH2:23][CH2:24][c:25]1[cH:26][cH:27][cH:28][cH:29][cH:30]1.[O:40]1[CH2:41][CH2:42][O:43][CH2:44][CH2:45]1>>[Cl:1][c:2]1[n:3][c:4]([NH:23][CH2:24][c:25]2[cH:26][cH:27][cH:28][cH:29][cH:30]2)[c:5]2[c:6]([n:7]1)[n:8]([S:12](=[O:13])(=[O:14])[c:15]1[cH:16][cH:17][c:18]([CH3:19])[cH:20][cH:21]1)[cH:9][c:10]2[I:11]. Reactants: CCN(C(C)C)C(C)C, Cc1ccc(S(=O)(=O)n2cc(I)c3c(Cl)nc(Cl)nc32)cc1, NCc1ccccc1, C1COCCO1. Product: Cc1ccc(S(=O)(=O)n2cc(I)c3c(NCc4ccccc4)nc(Cl)nc32)cc1. Reactants: BrC1=CC=C2C3CC(N=C(C2=C1)Cl)C3 (5-bromo-8-chloro-9-azatricyclo[8.1.1.0[2,7]]dodeca-2,4,6,8-tetraene), COC(CN)OC (2,2-dimethoxyethan-1-amine). The solvent is CC(C)(C)O (2-methylpropan-2-ol). Reaction conditions: temperature 85 celsius, time 5 hour. Product: BrC1=CC=C2C3CC(N=C(C2=C1)NCC(OC)OC)C3 (5-bromo-N-(2,2-dimethoxyethyl)-9-azatricyclo[8.1.1.0[2,7]]dodeca-2,4,6,8-tetraen-8-amine). The yield is 104.3%. As a reaction SMILES: [Br:1][C:2]1[CH:12]=[C:11]2[C:5]([CH:6]3[CH2:14][CH:8]([N:9]=[C:10]2Cl)[CH2:7]3)=[CH:4][CH:3]=1.[CH3:15][O:16][CH:17]([O:20][CH3:21])[CH2:18][NH2:19]>CC(O)(C)C>[Br:1][C:2]1[CH:12]=[C:11]2[C:5]([CH:6]3[CH2:14][CH:8]([N:9]=[C:10]2[NH:19][CH2:18][CH:17]([O:20][CH3:21])[O:16][CH3:15])[CH2:7]3)=[CH:4][CH:3]=1. Reported procedure: Into a 10-L 4-necked round-bottom flask was placed 5-bromo-8-chloro-9-azatricyclo[8.1.1.0[2,7]]dodeca-2,4,6,8-tetraene (260 g, 960.99 mmol, 1.00 equiv), 2-methylpropan-2-ol (6000 mL), and 2,2-dimethoxyethan-1-amine (600 g, 5.71 mol, 6.00 equiv). The resulting solution was stirred at 85° C. for 5 h, cooled to room temperature and concentrated under vacuum. The residue was washed with 2×500 mL water and extracted with 3×500 mL of ethyl acetate. The organic layers were combined and concentrated und...